The task is: describe an organic reaction: reactants, conditions, products, and yield. This data is from the Open Reaction Database (ORD), a public repository of structured organic reaction records. The reactants are O.O.[Sn](Cl)Cl (tin(II) chloride dihydrate), IC1=C(C(=O)N)C=C(C=C1)[N+](=O)[O-] (2-Iodo-5-nitrobenzamide). The solvent is CN(C)C=O (DMF). Conditions: temperature 50 celsius, time 1 hour. Product: NC=1C=CC(=C(C(=O)N)C1)I (5-Amino-2-iodobenzamide). Reaction SMILES: O.O.[Sn](Cl)Cl.[I:6][C:7]1[CH:15]=[CH:14][C:13]([N+:16]([O-])=O)=[CH:12][C:8]=1[C:9]([NH2:11])=[O:10]>CN(C=O)C>[NH2:16][C:13]1[CH:14]=[CH:15][C:7]([I:6])=[C:8]([CH:12]=1)[C:9]([NH2:11])=[O:10] |f:0.1.2|. Procedure: 15.1 g (67 mmol) of tin(II) chloride dihydrate are added to a solution of 4.9 g (16.8 mmol) of the compound from Example 3A in 200 ml of DMF. The reaction mixture is stirred at 50° C. for one hour, and then the DMF is removed in vacuo. The residue is partitioned between 1 l of ethyl acetate and water, the phases are separated, and the organic phase is discarded. The aqueous phase is basified with 10% strength sodium hydroxide solution and again extracted with 500 ml of ethyl acetate. The product... Starting materials: C(C)(=O)O (acetic acid), NC1=C(C=CC=C1)S (o-aminothiophenol), CC1(C(NC(S1)C(C(=O)O)NC(=O)CC2=CC=CC=C2)C(=O)O)C (benzylpenicilloic acid). The solvent is O (water). Reaction conditions: time 2.5 hour. Product: N[C@H](C(C)(C)S)C(=O)O (D-penicillamine). Reaction SMILES: C(O)(=O)C.NC1C=CC=CC=1S.[CH3:13][C:14]1([CH3:36])[S:18]C(C(NC(CC2C=CC=CC=2)=O)C(O)=O)[NH:16][CH:15]1[C:33]([OH:35])=[O:34]>O>[NH2:16][C@@H:15]([C:33]([OH:35])=[O:34])[C:14]([SH:18])([CH3:36])[CH3:13]. Reported procedure: To a solution of 2.4 g (0.04 mole) of acetic acid in 20 ml of water, were added 1.38 g (0.011 mole) of o-aminothiophenol and 3.52 g (0.01 mole) of benzylpenicilloic acid. The mixture was heated under reflux, with stirring, for 2.5 hours in a nitrogen atmosphere. The reaction mixture was then treated as described in Example 6 to give D-penicillamine as colorless crystals: yield 1.03 g (69.1%), m.p. 202°-203° C. Starting materials: ClC1=NC(=CC(=N1)C(=O)OC)Cl (Methyl 2,6-dichloropyrimidine-4-carboxylate), C[C@@H]1NCCOC1 ((3S)-3-Methylmorpholine). Run in C(Cl)Cl (DCM), C(Cl)Cl (DCM), C(C)N(CC)CC (triethylamine). Reaction conditions: time 1 hour. Product: ClC1=NC(=CC(=N1)C(=O)OC)N1[C@H](COCC1)C (Methyl 2-chloro-6-[(3S)-3-methylmorpholin-4-yl]pyrimidine-4-carboxylate). Yield: 48.0%. As a reaction SMILES: [Cl:1][C:2]1[N:7]=[C:6]([C:8]([O:10][CH3:11])=[O:9])[CH:5]=[C:4](Cl)[N:3]=1.[CH3:13][C@H:14]1[CH2:19][O:18][CH2:17][CH2:16][NH:15]1>C(Cl)Cl.C(N(CC)CC)C>[Cl:1][C:2]1[N:7]=[C:6]([C:8]([O:10][CH3:11])=[O:9])[CH:5]=[C:4]([N:15]2[CH2:16][CH2:17][O:18][CH2:19][C@@H:14]2[CH3:13])[N:3]=1. Procedure: Methyl 2,6-dichloropyrimidine-4-carboxylate (5.00 g) was dissolved in DCM (120 mL). (3S)-3-Methylmorpholine (2.49 g) dissolved in triethylamine (3.70 mL) and DCM (10 mL) was added dropwise to the solution over 10 minutes. The reaction was left to stir at room temperature for 1 hour then the mixture concentrated in vacuo and dissolved in DCM (300 mL). The organics were washed with water (150 mL) and dried (MgSO4). The crude material was chromatographed on silica, eluting with 2.5% methanol in DCM... Reactants: C(C1=CC=CC=C1)OC1=C(C=C(C=C1)CO)CCCC1=CC=C(C(=O)OC)C=C1 (methyl 4-[3-(2-benzyloxy-5-hydroxymethylphenyl) propyl]benzoate), CC1=CC=C(C=C1)S(=O)(=O)O (4-methylbenzenesulphonic acid). Run in CO (methanol). Product: C(C1=CC=CC=C1)OC1=C(C=C(C=C1)COC)CCCC1=CC=C(C(=O)OC)C=C1 (methyl 4-[3-(2-benzyloxy-5-methoxymethylphenyl)propyl]benzoate). Yield: 66.2%. RXN SMILES: [CH2:1]([O:8][C:9]1[CH:14]=[CH:13][C:12]([CH2:15][OH:16])=[CH:11][C:10]=1[CH2:17][CH2:18][CH2:19][C:20]1[CH:29]=[CH:28][C:23]([C:24]([O:26][CH3:27])=[O:25])=[CH:22][CH:21]=1)[C:2]1[CH:7]=[CH:6][CH:5]=[CH:4][CH:3]=1.[CH3:30]C1C=CC(S(O)(=O)=O)=CC=1>CO>[CH2:1]([O:8][C:9]1[CH:14]=[CH:13][C:12]([CH2:15][O:16][CH3:30])=[CH:11][C:10]=1[CH2:17][CH2:18][CH2:19][C:20]1[CH:21]=[CH:22][C:23]([C:24]([O:26][CH3:27])=[O:25])=[CH:28][CH:29]=1)[C:2]1[CH:3]=[CH:4][CH:5]=[CH:6][CH:7]=1. Procedure: To a solution of methyl 4-[3-(2-benzyloxy-5-hydroxymethylphenyl) propyl]benzoate (5.31 g) in methanol (100 ml) was added 4-methylbenzenesulphonic acid (3.11 g). The reaction was heated at reflux for 18 hours, the solvent evaporated, the residue dissolved in EtOAc, washed with brine and the solvent evaporated to give methyl 4-[3-(2-benzyloxy-5-methoxymethylphenyl)propyl]benzoate (3.64 g). The reactants are NC1=CC(=NN1C)[C@H]1N(CCC1)C(=O)OC(C)(C)C (tert-butyl (2S)-2-(5-amino-1-methyl-pyrazol-3-yl)pyrrolidine-1-carboxylate), amide, C(CS)(=O)O (thioglycolic acid), ClC1=C(C=O)C=CC(=C1)Cl (2,4-dichlorobenzaldehyde). The product is ClC1=C(C=CC(=C1)Cl)C1C2=C(NCCS1)N(N=C2[C@H]2N(CCC2)C(=O)OC(C)(C)C)C (tert-Butyl(2S)-2-[4-(2,4-dichlorophenyl)-1-methyl-4,6,7,8-tetrahydropyrazolo[3,4-e][1,4]thiazepin-3-yl]pyrrolidine-1-carboxylate). Reaction SMILES: [NH2:1][C:2]1[N:6]([CH3:7])[N:5]=[C:4]([C@@H:8]2[CH2:12][CH2:11][CH2:10][N:9]2[C:13]([O:15][C:16]([CH3:19])([CH3:18])[CH3:17])=[O:14])[CH:3]=1.[C:20](O)(=O)[CH2:21][SH:22].[Cl:25][C:26]1[CH:33]=[C:32]([Cl:34])[CH:31]=[CH:30][C:27]=1[CH:28]=O>>[Cl:25][C:26]1[CH:33]=[C:32]([Cl:34])[CH:31]=[CH:30][C:27]=1[CH:28]1[S:22][CH2:21][CH2:20][NH:1][C:2]2[N:6]([CH3:7])[N:5]=[C:4]([C@@H:8]3[CH2:12][CH2:11][CH2:10][N:9]3[C:13]([O:15][C:16]([CH3:19])([CH3:18])[CH3:17])=[O:14])[C:3]1=2. Reported procedure: tert-Butyl(2S)-2-[4-(2,4-dichlorophenyl)-1-methyl-4,6,7,8-tetrahydropyrazolo[3,4-e][1,4]thiazepin-3-yl]pyrrolidine-1-carboxylate was prepared according to procedure C using tert-butyl (2S)-2-(5-amino-1-methyl-pyrazol-3-yl)pyrrolidine-1-carboxylate, thioglycolic acid and 2,4-dichlorobenzaldehyde. The resulting amide was reduced according to procedure D and the material was used directly in Step D below. Reactants: [Br-], [Mg+]Cc1ccccc1, ClCCl, CCC1(CC(=O)OC)OCC(O)c2c1[nH]c1ccccc21. The product is CCC1(CC(=O)OC)OCC(Cc2ccccc2)c2c1[nH]c1ccccc21. As a reaction SMILES: [Br-:22].[CH2:23]([c:24]1[cH:25][cH:26][cH:27][cH:28][cH:29]1)[Mg+:30].[CH2:31]([Cl:32])[Cl:33].[CH3:1][O:2][C:3]([CH2:4][C:5]1([CH2:19][CH3:20])[O:6][CH2:7][CH:8]([OH:18])[c:9]2[c:10]1[nH:11][c:12]1[cH:13][cH:14][cH:15][cH:16][c:17]21)=[O:21]>>[CH3:1][O:2][C:3]([CH2:4][C:5]1([CH2:19][CH3:20])[O:6][CH2:7][CH:8]([CH2:23][c:24]2[cH:25][cH:26][cH:27][cH:28][cH:29]2)[c:9]2[c:10]1[nH:11][c:12]1[cH:13][cH:14][cH:15][cH:16][c:17]21)=[O:21]. Starting materials: ClC=1C=CC2=C(CCC=3C(=NC=CC3)C2=C2CCNCC2)C1 (4-(8-chloro-5,6-dihydro-11H-benzo[5,6]cyclohepta[1,2-b]pyridin-11-ylidene)piperidine), N1=CC=CC=C1 (pyridine), S1C(=CC=C1)CC(=O)Cl (2-thiopheneacetyl chloride). The solvent is C(Cl)Cl (CH2Cl2). Product: S1C(=CC=C1)CC(=O)N1CCC(CC1)=C1C2=C(CCC=3C1=NC=CC3)C=C(C=C2)Cl (1-(2-THIOPHENEACETYL)-4-(8-CHLORO-5,6-DIHYDRO-11H-BENZO[5,6]CYCLOHEPTA[1,2-b]PYRIDIN-11-YLIDENE)PIPERIDINE). RXN SMILES: [Cl:1][C:2]1[CH:3]=[CH:4][C:5]2[C:15](=[C:16]3[CH2:21][CH2:20][NH:19][CH2:18][CH2:17]3)[C:10]3=[N:11][CH:12]=[CH:13][CH:14]=[C:9]3[CH2:8][CH2:7][C:6]=2[CH:22]=1.N1C=CC=CC=1.[S:29]1[CH:33]=[CH:32][CH:31]=[C:30]1[CH2:34][C:35](Cl)=[O:36]>C(Cl)Cl>[S:29]1[CH:33]=[CH:32][CH:31]=[C:30]1[CH2:34][C:35]([N:19]1[CH2:18][CH2:17][C:16](=[C:15]2[C:10]3=[N:11][CH:12]=[CH:13][CH:14]=[C:9]3[CH2:8][CH2:7][C:6]3[CH:22]=[C:2]([Cl:1])[CH:3]=[CH:4][C:5]2=3)[CH2:21][CH2:20]1)=[O:36]. Procedure details: To a solution of 1.0 gm (3.22 mmole) of 4-(8-chloro-5,6-dihydro-11H-benzo[5,6]cyclohepta[1,2-b]pyridin-11-ylidene)piperidine and 0.29 mL of pyridine in 20 mL of dry CH2Cl2 at 0° C. and under an argon atmosphere was added dropwise 0.438 mL (3.55 mmol) of 2-thiopheneacetyl chloride. After 30 minutes the mixture was washed with 1.0N aqueous NaOH and then brine. The organic portion was dried over Na2SO4, filtered and converted in vacuo to provide a residue which was purified via flash chromatography... Starting materials: COCCBr, CN(C)C=O, [H-], [Na+], O, Oc1ccccc1. Product: COCCOc1ccccc1. RXN SMILES: [CH3:10][O:11][CH2:12][CH2:13][Br:14].[CH3:16][N:17]([CH3:18])[CH:19]=[O:20].[H-:8].[Na+:9].[OH2:15].[OH:1][c:2]1[cH:3][cH:4][cH:5][cH:6][cH:7]1>>[O:1]([c:2]1[cH:3][cH:4][cH:5][cH:6][cH:7]1)[CH2:13][CH2:12][O:11][CH3:10]. Reactants: N1(CCNCC1)C(=O)OC(C)(C)C (tert-butyl piperazine-1-carboxylate), C(=O)([O-])[O-].[K+].[K+] (K2CO3), ClC1=CC(=C(C=C1)C(O)C1=C(C=C(C=C1)Cl)C)C (bis(4-chloro-2-methylphenyl)methanol), S(=O)(Cl)Cl (Thionyl chloride). RXN SMILES: [Cl:1][C:2]1[CH:7]=[CH:6][C:5]([CH:8]([C:10]2[CH:15]=[CH:14][C:13]([Cl:16])=[CH:12][C:11]=2[CH3:17])O)=[C:4]([CH3:18])[CH:3]=1.S(Cl)(Cl)=O.[N:23]1([C:29]([O:31][C:32]([CH3:35])([CH3:34])[CH3:33])=[O:30])[CH2:28][CH2:27][NH:26][CH2:25][CH2:24]1.C([O-])([O-])=O.[K+].[K+]>[Cl-].[Na+].O.C(#N)C.C(Cl)Cl>[Cl:1][C:2]1[CH:7]=[CH:6][C:5]([CH:8]([C:10]2[CH:15]=[CH:14][C:13]([Cl:16])=[CH:12][C:11]=2[CH3:17])[N:26]2[CH2:25][CH2:24][N:23]([C:29]([O:31][C:32]([CH3:35])([CH3:34])[CH3:33])=[O:30])[CH2:28][CH2:27]2)=[C:4]([CH3:18])[CH:3]=1 |f:3.4.5,6.7.8|. Procedure details: A round bottom flask was charged with bis(4-chloro-2-methylphenyl)methanol (200 mg, 0.711 mmol) and CH2Cl2 (7 mL). Thionyl chloride (100 μL, 1.37 mmol) was added and the reaction was stirred at room temperature for 24 h. The reaction was concentrated. Acetonitrile was added and the reaction was concentrated two times. Acetonitrile (6 mL), tert-butyl piperazine-1-carboxylate (200 mg, 1.07 mmol) and K2CO3 (200 mg, 1.42 mmol) were added and the reaction was heated to 80° C. for 4 h and 120° C. for ... Yields the product ClC1=CC(=C(C=C1)C(N1CCN(CC1)C(=O)OC(C)(C)C)C1=C(C=C(C=C1)Cl)C)C (tert-butyl 4-(bis(4-chloro-2-methylphenyl)methyl)piperazine-1-carboxylate). Conditions: time 24 hour. Solvent: [Cl-].[Na+].O (brine), C(C)#N (Acetonitrile), C(Cl)Cl (CH2Cl2). Starting materials: CS(C)(=O)=O, N#CC1(c2ccc(Cl)cc2)CCC1, [Li]CCCC, C1CCOC1, O. The product is CS(=O)(=O)C=C(N)C1(c2ccc(Cl)cc2)CCC1. Reaction SMILES: [CH3:1][S:2](=[O:3])(=[O:4])[CH3:5].[Cl:11][c:12]1[cH:13][cH:14][c:15]([C:18]2([C:22]#[N:23])[CH2:19][CH2:20][CH2:21]2)[cH:16][cH:17]1.[Li:6][CH2:7][CH2:8][CH2:9][CH3:10].[O:25]1[CH2:26][CH2:27][CH2:28][CH2:29]1.[OH2:24]>>[CH:1]([S:2](=[O:3])(=[O:4])[CH3:5])=[C:22]([C:18]1([c:15]2[cH:14][cH:13][c:12]([Cl:11])[cH:17][cH:16]2)[CH2:19][CH2:20][CH2:21]1)[NH2:23].